This data is from the Open Reaction Database (ORD), a public repository of structured organic reaction records. The task is: describe an organic reaction: reactants, conditions, products, and yield Reactants: C(C=1C(O)=CC=CC1)(=O)NN (salicylic acid hydrazide), C(C)OC(O)O (orthoformic acid ethyl ester). The product is O1C(=NN=C1)C1=C(C=CC=C1)O (ortho-1,3,4-Oxadiazol-2-yl-phenol). The yield is 64.7%. RXN SMILES: [C:1]([NH:10][NH2:11])(=[O:9])[C:2]1[C:3](=[CH:5][CH:6]=[CH:7][CH:8]=1)[OH:4].[CH2:12](OC(O)O)C>>[O:9]1[CH:12]=[N:11][N:10]=[C:1]1[C:2]1[CH:8]=[CH:7][CH:6]=[CH:5][C:3]=1[OH:4]. Reported procedure: 90 g (0.6 mole) of salicylic acid hydrazide and 355.2 g (2.4 moles) of orthoformic acid ethyl ester are refluxed for 22 hours. Excess of the ester is distilled off and the solid residue is recrystallized from ethanol. 62.9 g of colorless crystals (64.7% of theory) are obtained; melting point 112°-113° C. The reactants are O, CC(=O)C1=CCC2C3CCC4CC(O)CCC4(C)C3C(=O)CC12C, OCCO, Cc1ccc(S(=O)(=O)O)cc1, c1ccccc1. Product: CC1(C2=CCC3C4CCC5CC(O)CCC5(C)C4C(=O)CC23C)OCCO1. As a reaction SMILES: [OH2:40].[OH:1][CH:2]1[CH2:3][CH:4]2[CH2:5][CH2:6][CH:7]3[CH:8]4[CH2:9][CH:10]=[C:11]([C:12]([CH3:13])=[O:14])[C:15]4([CH3:24])[CH2:16][C:17](=[O:23])[CH:18]3[C:19]2([CH3:22])[CH2:20][CH2:21]1.[OH:25][CH2:26][CH2:27][OH:28].[c:29]1([CH3:30])[cH:31][cH:32][c:33]([S:34]([OH:35])(=[O:36])=[O:37])[cH:38][cH:39]1.[cH:41]1[cH:42][cH:43][cH:44][cH:45][cH:46]1>>[OH:1][CH:2]1[CH2:3][CH:4]2[CH2:5][CH2:6][CH:7]3[CH:8]4[CH2:9][CH:10]=[C:11]([C:12]5([CH3:13])[O:14][CH2:27][CH2:26][O:25]5)[C:15]4([CH3:24])[CH2:16][C:17](=[O:23])[CH:18]3[C:19]2([CH3:22])[CH2:20][CH2:21]1.